Dataset: the Open Reaction Database (ORD), a public repository of structured organic reaction records. Task: describe an organic reaction: reactants, conditions, products, and yield Reactants: C(C)(C)(C)OC(N(C=1C=NC=CC1N1C(CCCC1)C)C)=O (Methyl-(2-methyl-3,4,5,6-tetrahydro-2H-[1,4]bipyridinyl-3′-yl)-carbamic acid tert-butyl ester), C(=O)(C(F)(F)F)O (TFA). Solvent: C(Cl)Cl (CH2Cl2). Product: FC(C(=O)O)(F)F.CNC=1C=NC=CC1N1C(CCCC1)C (Methyl-(2-methyl-3,4,5,6-tetrahydro-2H-[1,4]bipyridinyl-3′-yl)-amine trifluoroacetic acid salt). Reaction SMILES: C(O[C:6](=O)[N:7](C)[C:8]1[CH:9]=[N:10][CH:11]=[CH:12][C:13]=1[N:14]1[CH2:19][CH2:18][CH2:17][CH2:16][CH:15]1[CH3:20])(C)(C)C.[C:23]([OH:29])([C:25]([F:28])([F:27])[F:26])=[O:24]>C(Cl)Cl>[F:26][C:25]([F:28])([F:27])[C:23]([OH:29])=[O:24].[CH3:6][NH:7][C:8]1[CH:9]=[N:10][CH:11]=[CH:12][C:13]=1[N:14]1[CH2:19][CH2:18][CH2:17][CH2:16][CH:15]1[CH3:20] |f:3.4|. Reported procedure: Methyl-(2-methyl-3,4,5,6-tetrahydro-2H-[1,4]bipyridinyl-3′-yl)-carbamic acid tert-butyl ester (60 mg, 0.20 mmol) was stirred in a solution of TFA (300 μL) and CH2Cl2 (2 mL) for 1 h after which all volatiles were removed under reduced pressure. The resulting compound was pure enough to be used directly in the next step without further purification.